describe an organic reaction: reactants, conditions, products, and yield From a dataset of the Open Reaction Database (ORD), a public repository of structured organic reaction records. Reactants: ClC1=CC(=C(C#N)C=C1)F (4-chloro-2-fluoro-benzonitrile), CN(CCN)C (2-dimethylamino-ethylamine). The product is NCC1=C(C=C(C=C1)Cl)NCCN(C)C (N-(2-Aminomethyl-5-chloro-phenyl)-N′,N′-dimethyl-ethane-1,2-diamine). As a reaction SMILES: [Cl:1][C:2]1[CH:9]=[CH:8][C:5]([C:6]#[N:7])=[C:4](F)[CH:3]=1.[CH3:11][N:12]([CH3:16])[CH2:13][CH2:14][NH2:15]>>[NH2:7][CH2:6][C:5]1[CH:8]=[CH:9][C:2]([Cl:1])=[CH:3][C:4]=1[NH:15][CH2:14][CH2:13][N:12]([CH3:16])[CH3:11]. Procedure: The title compound is synthesized by coupling followed by reduction of 4-chloro-2-fluoro-benzonitrile and 2-dimethylamino-ethylamine analogously to the preparation of Intermediate 113.1 as a colorless oil; 1HNMR (CDCl3) δ 9.20 (bs, 1H), 7.18-7.10 (m, 2H), 6.95 (d, 1H), 4.60 (s, 2H), 3.80 (s, 2H), 3.25-3.05 (m, 4H), 2.25 (s, 6H); HPLC: AtRet=1.26 min. Reactants: Cc1cccc(C(C)C)c1B(O)O, O, O=[N+]([O-])O. Product: Cc1c([N+](=O)[O-])ccc(C(C)C)c1B(O)O. RXN SMILES: [CH:1]([CH3:2])([CH3:3])[c:4]1[cH:5][cH:6][cH:7][c:8]([CH3:13])[c:9]1[B:10]([OH:11])[OH:12].[OH2:18].[OH:14][N+:15]([O-:16])=[O:17]>>[CH:1]([CH3:2])([CH3:3])[c:4]1[cH:5][cH:6][c:7]([N+:15](=[O:14])[O-:16])[c:8]([CH3:13])[c:9]1[B:10]([OH:11])[OH:12]. Starting materials: CC(C)(C)C(=O)Nc1cc2c(cc1Br)S(=O)(=O)c1ccccc1-2, [Li]C(C)(C)C, C1CCOC1, CCCCC, CC(=O)[O-], ClCCl, CI, [NH4+]. The product is Cc1cc2c(cc1NC(=O)C(C)(C)C)-c1ccccc1S2(=O)=O. As a reaction SMILES: [Br:1][c:2]1[c:3]([NH:17][C:18]([C:19]([CH3:20])([CH3:21])[CH3:22])=[O:23])[cH:4][c:5]2[c:6]([cH:16]1)[S:7](=[O:14])(=[O:15])[c:8]1[c:9]-2[cH:10][cH:11][cH:12][cH:13]1.[C:24]([Li:25])([CH3:26])([CH3:27])[CH3:28].[CH2:41]1[O:42][CH2:43][CH2:44][CH2:45]1.[CH3:29][CH2:30][CH2:31][CH2:32][CH3:33].[CH3:37][C:38](=[O:39])[O-:40].[Cl:46][CH2:47][Cl:48].[I:34][CH3:35].[NH4+:36]>>[c:2]1([CH3:24])[c:3]([NH:17][C:18]([C:19]([CH3:20])([CH3:21])[CH3:22])=[O:23])[cH:4][c:5]2[c:6]([cH:16]1)[S:7](=[O:14])(=[O:15])[c:8]1[c:9]-2[cH:10][cH:11][cH:12][cH:13]1. The reactants are O(C1=CC=CC=C1)CCN1CCC(CC1)CNC(=O)C1=CC2=CN=C3C=CC=C(S1)N32 (N-[1-(2-phenoxyethan-1-yl)piperidin-4-ylmethyl]-5-thia-1,8b-diazaacenaphthylene-4-carboxamide), C(O)([O-])=O.[Na+] (sodium hydrogen carbonate), CS(=O)(=O)Cl (methanesulfonyl chloride), O(C1=CC=CC=C1)C(C)O (phenoxyethanol). Run in C(Cl)Cl (methylene chloride), C(C)N(CC)CC (triethylamine). Run at time 35 minute. Yields the product S(C)(=O)(=O)OCCOC1=CC=CC=C1 (phenoxyethyl mesylate). Reaction SMILES: [O:1]([CH2:8][CH2:9]N1CCC(CNC(C2SC3N4C(=CN=C4C=CC=3)C=2)=O)CC1)[C:2]1[CH:7]=[CH:6][CH:5]=[CH:4][CH:3]=1.[CH3:32][S:33](Cl)(=[O:35])=[O:34].[O:37](C(O)C)C1C=CC=CC=1.C(=O)([O-])O.[Na+]>C(Cl)Cl.C(N(CC)CC)C>[S:33]([O:35][CH2:9][CH2:8][O:1][C:2]1[CH:3]=[CH:4][CH:5]=[CH:6][CH:7]=1)(=[O:37])(=[O:34])[CH3:32] |f:3.4|. Procedure details: Synthesis of N-[1-(2-phenoxyethan-1-yl)piperidin-4-ylmethyl]-5-thia-1,8b-diazaacenaphthylene-4-carboxamide Under nitrogen gas, 0.37 ml (4.78 mM) of methanesulfonyl chloride was added to a solution of 0.44 g (3.18 mM) of phenoxyethanol and 0.89 ml (6.39 mM) of triethylamine in methylene chloride (6 ml) at 0° C. and the mixture was stirred at the prevailing temperature for 35 minutes. The reaction was stopped by adding saturated aqueous solution of sodium hydrogen carbonate and the reaction mixtur... The reactants are ICCO (2-iodoethanol), ClC=1C=NC2=CC=C(C=C2C1CCCC1(CCNCC1)C(=O)OCC)OC (ethyl 4-[3-(3-chloro-6-methoxyquinolin-4-yl)propyl]piperidine-4-carboxylate), C([O-])([O-])=O.[K+].[K+] (potassium carbonate), ICCO (2-iodoethanol). Run in C(C)#N (acetonitrile). Reaction conditions: temperature 80 celsius. The product is ClC=1C=NC2=CC=C(C=C2C1CCCC1(CCN(CC1)CCO)C(=O)OCC)OC (ethyl 4-[3-(3-chloro-6-methoxyquinolin-4-yl)propyl]-1-(2-hydroxyethyl)piperidine-4-carboxylate). Reaction SMILES: [Cl:1][C:2]1[CH:3]=[N:4][C:5]2[C:10]([C:11]=1[CH2:12][CH2:13][CH2:14][C:15]1([C:21]([O:23][CH2:24][CH3:25])=[O:22])[CH2:20][CH2:19][NH:18][CH2:17][CH2:16]1)=[CH:9][C:8]([O:26][CH3:27])=[CH:7][CH:6]=2.C(=O)([O-])[O-].[K+].[K+].I[CH2:35][CH2:36][OH:37]>C(#N)C>[Cl:1][C:2]1[CH:3]=[N:4][C:5]2[C:10]([C:11]=1[CH2:12][CH2:13][CH2:14][C:15]1([C:21]([O:23][CH2:24][CH3:25])=[O:22])[CH2:20][CH2:19][N:18]([CH2:35][CH2:36][OH:37])[CH2:17][CH2:16]1)=[CH:9][C:8]([O:26][CH3:27])=[CH:7][CH:6]=2 |f:1.2.3|. Procedure: 3.9 g of ethyl 4-[3-(3-chloro-6-methoxyquinolin-4-yl)propyl]piperidine-4-carboxylate and 2.07 g of potassium carbonate were added to a solution of 1.17 cm3 of 2-iodoethanol in 80 cm3 of acetonitrile, at a temperature in the region of 20° C. with stirring and under an inert atmosphere. After heating for 23 hours at a temperature in the region of 80° C., a further 1.17 cm3 of 2-iodoethanol were added. After heating for 40 hours at a temperature in the region of 80° C., the reaction mixture was coo... The reactants are N1N=CC=C1 (1H-pyrazole), BrC1=CC=C(C=C1)C(C)=O (1-(4-bromophenyl)ethanone). Product: N1(N=CC=C1)C1=CC=C(C=C1)C(C)=O (1-(4-pyrazol-1-yl-phenyl)ethanone). As a reaction SMILES: [NH:1]1[CH:5]=[CH:4][CH:3]=[N:2]1.Br[C:7]1[CH:12]=[CH:11][C:10]([C:13](=[O:15])[CH3:14])=[CH:9][CH:8]=1>>[N:1]1([C:7]2[CH:12]=[CH:11][C:10]([C:13](=[O:15])[CH3:14])=[CH:9][CH:8]=2)[CH:5]=[CH:4][CH:3]=[N:2]1. Reported procedure: Following General Procedure A (90° C., 30 hours), 1H-pyrazole (205 mg, 3.0 mmol) is coupled with 1-(4-bromophenyl)ethanone (398 mg, 2.0 mmol). The crude brown oil is purified by flash chromatography on silica gel (eluent: dichloromethane/hexanes=50/50) to provide 300 mg (81% isolated yield) of the desired product as a white solid. Starting materials: O=C([O-])[O-], O=C(O)C(O)C(O)C(=O)O, CC1CCCN1, Cc1ccc(S(=O)(=O)OCCc2cc3cc(-c4ccc(C#N)cc4)ccc3o2)cc1, CC#N, [K+], [K+]. The product is CC1CCCN1CCc1cc2cc(-c3ccc(C#N)cc3)ccc2o1. Reaction SMILES: [C:1](=[O:2])([O-:3])[O-:4].[C:7]([CH:8]([CH:9]([C:10]([OH:11])=[O:12])[OH:13])[OH:14])([OH:15])=[O:16].[CH3:17][CH:18]1[NH:19][CH2:20][CH2:21][CH2:22]1.[CH3:23][c:24]1[cH:25][cH:26][c:27]([S:28]([O:29][CH2:34][CH2:35][c:36]2[o:37][c:38]3[c:39]([cH:40]2)[cH:41][c:42](-[c:45]2[cH:46][cH:47][c:48]([C:51]#[N:52])[cH:49][cH:50]2)[cH:43][cH:44]3)(=[O:30])=[O:31])[cH:32][cH:33]1.[CH3:53][C:54]#[N:55].[K+:5].[K+:6]>>[CH3:17][CH:18]1[N:19]([CH2:34][CH2:35][c:36]2[o:37][c:38]3[c:39]([cH:40]2)[cH:41][c:42](-[c:45]2[cH:46][cH:47][c:48]([C:51]#[N:52])[cH:49][cH:50]2)[cH:43][cH:44]3)[CH2:20][CH2:21][CH2:22]1.